This data is from the Open Reaction Database (ORD), a public repository of structured organic reaction records. The task is: describe an organic reaction: reactants, conditions, products, and yield Starting materials: C(C)[C@]1([C@]2(C)[C@@H](CC1)[C@@H]1CCC=3C=C(C=CC3[C@H]1CC2)OC)O (17α-ethyl-3-methoxyestra-1,3,5(10)-trien-17-ol), N (ammonia), [Cl-].[NH4+] (ammonium chloride), [Li] (lithium). The solvent is CCOCC (ether), C(C)O (ethanol), CCOCC (ether), O (water). The product is C(C)[C@]1([C@]2(C)[C@@H](CC1)[C@@H]1CCC=3CC(=CCC3[C@H]1CC2)OC)O (17α-ethyl-3-methoxyestra-2,5(10)-dien-17-ol). The yield is 69.6%. As a reaction SMILES: [CH2:1]([C@:3]1([OH:23])[CH2:8][CH2:7][C@H:6]2[C@H:9]3[C@H:18]([CH2:19][CH2:20][C@:4]12[CH3:5])[C:17]1[CH:16]=[CH:15][C:14]([O:21][CH3:22])=[CH:13][C:12]=1[CH2:11][CH2:10]3)[CH3:2].N.[Li].[Cl-].[NH4+]>CCOCC.O.C(O)C>[CH2:1]([C@:3]1([OH:23])[CH2:8][CH2:7][C@H:6]2[C@H:9]3[C@H:18]([CH2:19][CH2:20][C@:4]12[CH3:5])[C:17]1[CH2:16][CH:15]=[C:14]([O:21][CH3:22])[CH2:13][C:12]=1[CH2:11][CH2:10]3)[CH3:2] |f:3.4,^1:24|. Procedure details: Add dl-17α-ethyl-3-methoxyestra-1,3,5(10)-trien-17-ol (2 g) in ether (55 ml) to distlled liquid ammonia (180 ml), and add lithium (1 g) to the stirred solution. After 45 minutes add ethanol (15 ml) and ether (15 ml) dropwise followed by ammonium chloride and water. Extract with ether, wash, dry, evaporate, and recrystallize the residue from ether to obtain dl-17α-ethyl-3-methoxyestra-2,5(10)-dien-17-ol (1.4 g), m.p. 131°-134°. The reactants are BrC1=C(C=C(C(=O)OC)C=C1)C(F)(F)F (Methyl 4-bromo-3-(trifluoromethyl)benzoate), O (water), C1(=C(C=CC=C1)B(O)O)C (o-tolylboronic acid), C([O-])([O-])=O.[K+].[K+] (potassium carbonate). Isolated yield 102.6%. Procedure details: Methyl 4-bromo-3-(trifluoromethyl)benzoate (6 g; 21.20 mmol; 1 eq.), o-tolylboronic acid (3.17 g; 23.32 mmol; 1.10 eq.), potassium carbonate (14.65 g; 105.99 mmol; 5 eq.), tetrakis(triphenylphosphine)palladium(0) (2.45 g; 2.12 mmol; 0.10 eq.) were taken up in Toluene (30 mL) and water (30 mL) under N2 atmosphere. The reaction mixture was purged with vacuum for 5 minutes, then degassed with N2 and then refluxed for 3 hours. The reaction mixture was cooled to RT, filtered over a pad of celite and ... Yields the product CC1=C(C=CC=C1)C1=C(C=C(C=C1)C(=O)OC)C(F)(F)F (Methyl 2′-methyl-2-(trifluoromethyl)biphenyl-4-carboxylate). As a reaction SMILES: Br[C:2]1[CH:11]=[CH:10][C:5]([C:6]([O:8][CH3:9])=[O:7])=[CH:4][C:3]=1[C:12]([F:15])([F:14])[F:13].[C:16]1([CH3:25])[CH:21]=[CH:20][CH:19]=[CH:18][C:17]=1B(O)O.C(=O)([O-])[O-].[K+].[K+].O>C1(C)C=CC=CC=1.CCOC(C)=O.C1C=CC([P]([Pd]([P](C2C=CC=CC=2)(C2C=CC=CC=2)C2C=CC=CC=2)([P](C2C=CC=CC=2)(C2C=CC=CC=2)C2C=CC=CC=2)[P](C2C=CC=CC=2)(C2C=CC=CC=2)C2C=CC=CC=2)(C2C=CC=CC=2)C2C=CC=CC=2)=CC=1>[CH3:25][C:16]1[CH:21]=[CH:20][CH:19]=[CH:18][C:17]=1[C:2]1[CH:11]=[CH:10][C:5]([C:6]([O:8][CH3:9])=[O:7])=[CH:4][C:3]=1[C:12]([F:15])([F:14])[F:13] |f:2.3.4,^1:49,51,70,89|. The solvent is C1(=CC=CC=C1)C (Toluene), CCOC(=O)C (EtOAc). The reagents and catalysts are C=1C=CC(=CC1)[P](C=2C=CC=CC2)(C=3C=CC=CC3)[Pd]([P](C=4C=CC=CC4)(C=5C=CC=CC5)C=6C=CC=CC6)([P](C=7C=CC=CC7)(C=8C=CC=CC8)C=9C=CC=CC9)[P](C=1C=CC=CC1)(C=1C=CC=CC1)C=1C=CC=CC1 (tetrakis(triphenylphosphine)palladium(0)). The reactants are BrC=1C(=CC(=C(C1)NC1CCN(CC1)C1CCOCC1)[N+](=O)[O-])F (N-(5-Bromo-4-fluoro-2-nitrophenyl)-1-(tetrahydro-2H-pyran-4-yl)-4-piperidinamine), n-tributylvinyltin, C1(=CC=CC=C1)P(C1=CC=CC=C1)C1=CC=CC=C1 (triphenylphosphine). Reagents/catalysts: C=1C=CC(=CC1)/C=C/C(=O)/C=C/C2=CC=CC=C2.C=1C=CC(=CC1)/C=C/C(=O)/C=C/C2=CC=CC=C2.[Pd] (bis(dibenzylideneacetone)palladium(0)). The solvent is C1(=CC=CC=C1)C (toluene). Run at temperature 130 celsius. The product is C(=C)C=1C(=CC(=C(C1)NC1CCN(CC1)C1CCOCC1)[N+](=O)[O-])F (N-(5-Ethenyl-4-fluoro-2-nitrophenyl)-1-(tetrahydro-2H-pyran-4-yl)-4-piperidinamine). Isolated yield 314.8%. Reaction SMILES: Br[C:2]1[C:3]([F:24])=[CH:4][C:5]([N+:21]([O-:23])=[O:22])=[C:6]([NH:8][CH:9]2[CH2:14][CH2:13][N:12]([CH:15]3[CH2:20][CH2:19][O:18][CH2:17][CH2:16]3)[CH2:11][CH2:10]2)[CH:7]=1.[C:25]1(P(C2C=CC=CC=2)C2C=CC=CC=2)C=CC=C[CH:26]=1>C1(C)C=CC=CC=1.C1C=CC(/C=C/C(/C=C/C2C=CC=CC=2)=O)=CC=1.C1C=CC(/C=C/C(/C=C/C2C=CC=CC=2)=O)=CC=1.[Pd]>[CH:25]([C:2]1[C:3]([F:24])=[CH:4][C:5]([N+:21]([O-:23])=[O:22])=[C:6]([NH:8][CH:9]2[CH2:14][CH2:13][N:12]([CH:15]3[CH2:20][CH2:19][O:18][CH2:17][CH2:16]3)[CH2:11][CH2:10]2)[CH:7]=1)=[CH2:26] |f:3.4.5|. Procedure details: A solution of N-(5-bromo-4-fluoro-2-nitrophenyl)-1-(tetrahydro-2H-pyran-4-yl)-4-piperidinamine (D78, 800 mg, ˜75% purity) and n-tributylvinyltin (0.697 ml, 2.3 mmol) in toluene (30 ml) was treated, under a positive flow of argon, with triphenylphosphine (129.8 mg, 0.5 mmol) and bis(dibenzylideneacetone)palladium(0) (170.1 mg, 0.297 mmol), then stirred and heated under argon atmosphere at 130° C. for 1.5 h. The mixture was filtered through a celite pad. The organic layer was washed with NH4OH (10... Reaction SMILES: [CH3:41][C:42]#[N:43].[Cl:44][Cu:45][Cl:46].[ClH:40].[N:1]([O:2][CH2:3][CH2:4][CH:5]([CH3:6])[CH3:7])=[O:8].[NH2:9][c:10]1[n:11][c:12]([S:26][CH2:27][c:28]2[n:29][c:30](-[c:33]3[cH:34][cH:35][c:36]([Cl:39])[cH:37][cH:38]3)[s:31][cH:32]2)[c:13]([C:24]#[N:25])[c:14]([N:18]2[CH2:19][CH2:20][CH2:21][CH2:22][CH2:23]2)[c:15]1[C:16]#[N:17]>>[c:10]1([Cl:40])[n:11][c:12]([S:26][CH2:27][c:28]2[n:29][c:30](-[c:33]3[cH:34][cH:35][c:36]([Cl:39])[cH:37][cH:38]3)[s:31][cH:32]2)[c:13]([C:24]#[N:25])[c:14]([N:18]2[CH2:19][CH2:20][CH2:21][CH2:22][CH2:23]2)[c:15]1[C:16]#[N:17]. Product: N#Cc1c(Cl)nc(SCc2csc(-c3ccc(Cl)cc3)n2)c(C#N)c1N1CCCCC1. Reactants: CC#N, Cl[Cu]Cl, Cl, CC(C)CCON=O, N#Cc1c(N)nc(SCc2csc(-c3ccc(Cl)cc3)n2)c(C#N)c1N1CCCCC1. Reactants: NC1=NCC(C2=CC=CC=C12)CC ((±)-1-amino-4-ethyl-3,4-dihydroisoquinoline). Reagents/catalysts: [Pd] (palladium on carbon). The solvent is CC=1C=CC(=CC1)C(C)C (p-cymene). Yields the product NC1=NC=C(C2=CC=CC=C12)CC (1-Amino-4-ethylisoquinoline). Isolated yield 27.0%. As a reaction SMILES: [NH2:1][C:2]1[C:11]2[C:6](=[CH:7][CH:8]=[CH:9][CH:10]=2)[CH:5]([CH2:12][CH3:13])[CH2:4][N:3]=1>[Pd].CC1C=CC(C(C)C)=CC=1>[NH2:1][C:2]1[C:11]2[C:6](=[CH:7][CH:8]=[CH:9][CH:10]=2)[C:5]([CH2:12][CH3:13])=[CH:4][N:3]=1. Procedure: A stirred mixture of (±)-1-amino-4-ethyl-3,4-dihydroisoquinoline (6.83 g.) and 10% palladium on carbon (1.5 g.) in p-cymene (80 ml.) was refluxed for 4 hours. The mixture was filtered and the filtrate reduced to dryness in vacuo to leave an oil which when crystallized successively from Skellysolve B and cyclohexane gave 1.84 g. (27% yield) of the product, m.p. 84°-85°. Reactants: COCC(C)O (propylene glycol methyl ether), C12C(CCCC1)O2 (cyclohexene oxide), COCC(C)O (PM). Reagents/catalysts: [OH-].[Na+] (sodium hydroxide). The product is OC(COCOC1CCCCC1)C (2-hydroxycyclohexyloxymethoxypropane). Yield: 27.4%. Reaction SMILES: [CH3:1][O:2][CH2:3][CH:4]([OH:6])[CH3:5].[CH:7]12[O:13][CH:8]1[CH2:9][CH2:10][CH2:11][CH2:12]2>[OH-].[Na+]>[OH:6][CH:4]([CH3:5])[CH2:3][O:2][CH2:1][O:13][CH:8]1[CH2:9][CH2:10][CH2:11][CH2:12][CH2:7]1 |f:2.3|. Procedure: 45 g (0.5 mole) of propylene glycol methyl ether (PM), 33 g (0.33 mole) of cyclohexene oxide and 0.3 g (0.007 mole) of sodium hydroxide were charged in a 100 ml eggplant type flask equipped with a reflux tube, and a reaction was allowed to proceed under reflux at a temperature for a reflux reaction for 10 hours. Results of the analysis of the resultant reaction mixture by GC showed that the conversion of PM was 20%. Then, the obtained reaction mixture was subjected to distillation, to thereby ob... Starting materials: Cl (hydrochloric acid), C=1(O)C(=CC(O)=CC1)C1=CC=CC=C1COCC1=CC=CC=C1C=1C(O)=CC=C(C1)O (hydroquinone monobenzyl ether), C(C1=CC=CC=C1)(=O)Cl (benzoyl chloride), [OH-].[K+] (potassium hydroxide). The reagents and catalysts are [Br-].C(CCC)[N+](CCCC)(CCCC)CCCC (tetrabutylammonium bromide). The solvent is C1(=CC=CC=C1)C (toluene). Reaction conditions: time 24 hour. Yields the product C(C1=CC=CC=C1)(=O)OC1=CC=C(C=C1)OCC1=CC=CC=C1 (4-benzyloxyphenyl benzoate). Isolated yield 202.9%. As a reaction SMILES: C1(C(C2[C:14]([CH2:15][O:16][CH2:17][C:18]3[C:23](C4C(=CC=C(O)C=4)O)=[CH:22][CH:21]=[CH:20][CH:19]=3)=[CH:13][CH:12]=[CH:11][CH:10]=2)=CC(=CC=1)O)O.[C:32](Cl)(=[O:39])[C:33]1[CH:38]=[CH:37][CH:36]=[CH:35][CH:34]=1.[OH-:41].[K+].Cl>[Br-].C([N+](CCCC)(CCCC)CCCC)CCC.C1(C)C=CC=CC=1>[C:32]([O:39][C:12]1[CH:11]=[CH:10][C:15]([O:16][CH2:17][C:18]2[CH:19]=[CH:20][CH:21]=[CH:22][CH:23]=2)=[CH:14][CH:13]=1)(=[O:41])[C:33]1[CH:38]=[CH:37][CH:36]=[CH:35][CH:34]=1 |f:2.3,5.6|. Procedure details: A reaction vessel was charged with 25.5 g of hydroquinone monobenzyl ether, 17.9 g of benzoyl chloride, 0.50 g of tetrabutylammonium bromide and 100 ml of toluene, to which 78.6 g of 10% potassium hydroxide solution was slowly added dropwise, while stirring under ice cooling. After 24 hours, the reaction mixture was made weakly acidic by the addition of 20% hydrochloric acid, and the deposited crystals were collected by filtration. The crystals thus obtained were successively washed with 10% hyd...